From a dataset of the Open Reaction Database (ORD), a public repository of structured organic reaction records. describe an organic reaction: reactants, conditions, products, and yield The reactants are C(=O)(O)[O-].[Na+] (NaHCO3), C1(=CC=CC=C1)S(=O)(=O)Cl (benzenesulfonyl chloride), [OH-].[Na+] (NaOH), IC1=CNC2=NC=C(C=C21)N2CCOCC2 (3-Iodo-5-morpholin-4-yl-1H-pyrrolo[2,3-b]pyridine). Reagents/catalysts: S(=O)(=O)(O)[O-].C(CCC)[N+](CCCC)(CCCC)CCCC (Tetrabutylammonium hydrogen sulfate). The solvent is CO (MeOH), C(Cl)Cl (CH2Cl2). Run at time 2 hour. The product is C1(=CC=CC=C1)S(=O)(=O)N1C=C(C=2C1=NC=C(C2)N2CCOCC2)I (1-Benzenesulfonyl-3-iodo-5-morpholin-4-yl-1H-pyrrolo[2,3-b]pyridine). Yield: 64.7%. As a reaction SMILES: [C:1]1([S:7](Cl)(=[O:9])=[O:8])[CH:6]=[CH:5][CH:4]=[CH:3][CH:2]=1.[OH-].[Na+].[I:13][C:14]1[C:22]2[C:17](=[N:18][CH:19]=[C:20]([N:23]3[CH2:28][CH2:27][O:26][CH2:25][CH2:24]3)[CH:21]=2)[NH:16][CH:15]=1.C([O-])(O)=O.[Na+]>S([O-])(O)(=O)=O.C([N+](CCCC)(CCCC)CCCC)CCC.C(Cl)Cl.CO>[C:1]1([S:7]([N:16]2[C:17]3=[N:18][CH:19]=[C:20]([N:23]4[CH2:24][CH2:25][O:26][CH2:27][CH2:28]4)[CH:21]=[C:22]3[C:14]([I:13])=[CH:15]2)(=[O:9])=[O:8])[CH:6]=[CH:5][CH:4]=[CH:3][CH:2]=1 |f:1.2,4.5,6.7|. Procedure details: Tetrabutylammonium hydrogen sulfate (0.020 g, 0.059 mmol), benzenesulfonyl chloride (0.055 mL, 0.43 mmol) and 50% aqueous NaOH solution (0.20 mL) were added to a solution of 54 (0.095 g, 0.29 mmol) in CH2Cl2 (3 mL). After stirring for 2 hours, the mixture was poured into saturated aqueous NaHCO3 solution and extracted with CH2Cl2 three times. The combined organic solutions were washed with saturated aqueous NaHCO3 solution, dried (MgSO4), and concentrated to afford a tan syrup. MeOH was added to... Procedure details: Dess-Martin periodinane (1.04 g, 2.44 mmol) was added to a solution of (4aR,6R,8aS)-2-(benzoylamino)-8a-(5-bromo-2-fluorophenyl)-N-(1-hydroxypropan-2-yl)-4,4a,5,6,8,8a-hexahydropyrano[3,4-d][1,3]thiazine-6-carboxamide (C38) (0.897 g, 1.63 mmol) in dichloromethane (75 mL). The resulting solution was left stirring overnight at room temperature. The reaction mixture was diluted with diethyl ether (100 mL), a saturated aqueous solution of sodium bicarbonate (50 mL) and a 10% aqueous solution of sodi... Yields the product C(C1=CC=CC=C1)(=O)NC=1SC[C@H]2[C@@](N1)(CO[C@H](C2)C(=O)NC(C=O)C)C2=C(C=CC(=C2)Br)F ((4aR,6R,8aS)-2-(benzoylamino)-8a-(5-bromo-2-fluorophenyl)-N-(1-oxopropan-2-yl)-4,4a,5,6,8,8a-hexahydropyrano[3,4-d][1,3]thiazine-6-carboxamide). Conditions: time 8 hour. RXN SMILES: CC(OI1(OC(C)=O)(OC(C)=O)OC(=O)C2C=CC=CC1=2)=O.[C:23]([NH:31][C:32]1[S:33][CH2:34][C@@H:35]2[CH2:41][C@H:40]([C:42]([NH:44][CH:45]([CH3:48])[CH2:46][OH:47])=[O:43])[O:39][CH2:38][C@:36]2([C:49]2[CH:54]=[C:53]([Br:55])[CH:52]=[CH:51][C:50]=2[F:56])[N:37]=1)(=[O:30])[C:24]1[CH:29]=[CH:28][CH:27]=[CH:26][CH:25]=1.C(=O)(O)[O-].[Na+].S([O-])([O-])(=O)=S.[Na+].[Na+]>ClCCl.C(OCC)C>[C:23]([NH:31][C:32]1[S:33][CH2:34][C@@H:35]2[CH2:41][C@H:40]([C:42]([NH:44][CH:45]([CH3:48])[CH:46]=[O:47])=[O:43])[O:39][CH2:38][C@:36]2([C:49]2[CH:54]=[C:53]([Br:55])[CH:52]=[CH:51][C:50]=2[F:56])[N:37]=1)(=[O:30])[C:24]1[CH:29]=[CH:28][CH:27]=[CH:26][CH:25]=1 |f:2.3,4.5.6|. Reactants: aqueous solution, CC(=O)OI1(C=2C=CC=CC2C(=O)O1)(OC(=O)C)OC(=O)C (Dess-Martin periodinane), C(C1=CC=CC=C1)(=O)NC=1SC[C@H]2[C@@](N1)(CO[C@H](C2)C(=O)NC(CO)C)C2=C(C=CC(=C2)Br)F ((4aR,6R,8aS)-2-(benzoylamino)-8a-(5-bromo-2-fluorophenyl)-N-(1-hydroxypropan-2-yl)-4,4a,5,6,8,8a-hexahydropyrano[3,4-d][1,3]thiazine-6-carboxamide), C([O-])(O)=O.[Na+] (sodium bicarbonate), S(=S)(=O)([O-])[O-].[Na+].[Na+] (sodium thiosulfate). Solvent: C(C)OCC (diethyl ether), ClCCl (dichloromethane). Starting materials: ClC=1C=C(C=CC1Cl)C1=NN(CCC1)S(=O)(=O)C1=CC=C(C=C1)[N+](=O)[O-] ((3,4-Dichlorophenyl)-1-(4-nitrobenzenesulfonyl)-1,4,5,6-tetrahydropyridazine), nitro. The reagents and catalysts are [Fe] (Iron). The solvent is C(C)(=O)O (acetic acid). Yields the product NC1=CC=C(C=C1)S(=O)(=O)N1N=C(CCC1)C1=CC(=C(C=C1)Cl)Cl (1-(4-Aminobenzenesulfonyl)-3-(3,4-dichlorophenyl)-1,4,5,6-tetrahydropyridazine). RXN SMILES: [Cl:1][C:2]1[CH:3]=[C:4]([C:9]2[CH2:14][CH2:13][CH2:12][N:11]([S:15]([C:18]3[CH:23]=[CH:22][C:21]([N+:24]([O-])=O)=[CH:20][CH:19]=3)(=[O:17])=[O:16])[N:10]=2)[CH:5]=[CH:6][C:7]=1[Cl:8]>C(O)(=O)C.[Fe]>[NH2:24][C:21]1[CH:20]=[CH:19][C:18]([S:15]([N:11]2[CH2:12][CH2:13][CH2:14][C:9]([C:4]3[CH:5]=[CH:6][C:7]([Cl:8])=[C:2]([Cl:1])[CH:3]=3)=[N:10]2)(=[O:17])=[O:16])=[CH:23][CH:22]=1. Procedure: (3,4-Dichlorophenyl)-1-(4-nitrobenzenesulfonyl)-1,4,5,6-tetrahydropyridazine (4.7 g, 11.3 mmol) was suspended in acetic acid at 80° C. Iron filings (3.17 g) were added to this suspension and the resulting reaction mixture was heated at 60°-80° C. until the TLC did not show any starting nitro compound. The mixture was filtered concentrated and purified by column chromatography and recrystallization to give the title compound as a solid: mp 232°-234° C.